From a dataset of the Open Reaction Database (ORD), a public repository of structured organic reaction records. describe an organic reaction: reactants, conditions, products, and yield Reactants: CC(C)(C)OC(=O)N1CCC2(CC1)CC(=O)NN2, Fc1ccc(CBr)cc1, CN(C)C=O. Yields the product CC(C)(C)OC(=O)N1CCC2(CC1)CC(=O)NN2Cc1ccc(F)cc1. RXN SMILES: [C:10]([CH3:11])([CH3:12])([CH3:13])[O:14][C:15](=[O:16])[N:17]1[CH2:18][CH2:19][C:20]2([CH2:21][C:22](=[O:25])[NH:23][NH:24]2)[CH2:26][CH2:27]1.[F:1][c:2]1[cH:3][cH:4][c:5]([CH2:6][Br:7])[cH:8][cH:9]1.[O:28]=[CH:29][N:30]([CH3:31])[CH3:32]>>[F:1][c:2]1[cH:3][cH:4][c:5]([CH2:6][N:24]2[C:20]3([CH2:19][CH2:18][N:17]([C:15]([O:14][C:10]([CH3:11])([CH3:12])[CH3:13])=[O:16])[CH2:27][CH2:26]3)[CH2:21][C:22](=[O:25])[NH:23]2)[cH:8][cH:9]1. Reactants: C(C)(C)(C)OC(=O)N1CCC(CC1)C1=CNC2=NC=CC=C21 (4-(1H-pyrrolo[2,3-b]pyridin-3-yl)piperidine-1-carboxylic acid tert-butyl ester), solution, BrCC=1SC=CC1 (2-bromomethylthiophene). The solvent is C(C)OCC (ethyl ether). Yields the product N1(CCCCC1)C1=CN(C2=NC=CC=C21)CC=2SC=CC2 (3-piperidinyl-1-thiophen-2-ylmethyl-1H-pyrrolo[2,3-b]pyridine). RXN SMILES: C(OC(N1CCC([C:14]2[C:22]3[C:17](=[N:18][CH:19]=[CH:20][CH:21]=3)[NH:16][CH:15]=2)CC1)=O)(C)(C)C.Br[CH2:24][C:25]1[S:26][CH:27]=[CH:28][CH:29]=1>C(OCC)C>[N:18]1([C:14]2[C:22]3[C:17](=[N:18][CH:19]=[CH:20][CH:21]=3)[N:16]([CH2:24][C:25]3[S:26][CH:27]=[CH:28][CH:29]=3)[CH:15]=2)[CH2:19][CH2:20][CH2:21][CH2:22][CH2:17]1. Procedure: This compound was prepared following the procedure described in example 7, parts E and F, starting with 0.3 g (1 mmol) of 4-(1H-pyrrolo[2,3-b]pyridin-3-yl)piperidine-1-carboxylic acid tert-butyl ester and 2.12 ml of a freshly prepared 0.61 M solution of 2-bromomethylthiophene in ethyl ether. After standard work-up, 0.29 g (100% of yield) of the expected product were isolated. Starting materials: CCOC(C)=O, CC(C)(C)OC(=O)N(C(=O)OC(C)(C)C)c1nccc(Oc2cc(F)c([N+](=O)[O-])cc2F)c1I, [OH-], [OH-], [Pd+2]. The product is CC(C)(C)OC(=O)N(C(=O)OC(C)(C)C)c1nccc(Oc2cc(F)c(N)cc2F)c1I. As a reaction SMILES: [CH3:35][CH2:36][O:37][C:38]([CH3:39])=[O:40].[F:1][c:2]1[c:3]([O:4][c:5]2[c:6]([I:26])[c:7]([N:11]([C:12](=[O:13])[O:14][C:15]([CH3:16])([CH3:17])[CH3:18])[C:19](=[O:20])[O:21][C:22]([CH3:23])([CH3:24])[CH3:25])[n:8][cH:9][cH:10]2)[cH:27][c:28]([F:34])[c:29]([N+:31]([O-:32])=[O:33])[cH:30]1.[OH-:41].[OH-:43].[Pd+2:42]>>[F:1][c:2]1[c:3]([O:4][c:5]2[c:6]([I:26])[c:7]([N:11]([C:12](=[O:13])[O:14][C:15]([CH3:16])([CH3:17])[CH3:18])[C:19](=[O:20])[O:21][C:22]([CH3:23])([CH3:24])[CH3:25])[n:8][cH:9][cH:10]2)[cH:27][c:28]([F:34])[c:29]([NH2:31])[cH:30]1. The reactants are S1C=CC2=C1CNC1=C(C2)C=CC=C1 (9,10-dihydro-4H-thieno[2,3-c][1]benzazepine), C1(=C(C=CC=C1)C(=O)NC1=CC=C(C=N1)C(=O)Cl)C1=CC=CC=C1 (6-[([1,1'-biphenyl]-2-ylcarbonyl)amino]-3-pyridinecarbonyl chloride). Yields the product S1C=CC2=C1CN(C1=C(C2)C=CC=C1)C(=O)C=1C=CC(=NC1)NC(=O)C=1C(=CC=CC1)C1=CC=CC=C1 (N-[5-[(9,10-Dihydro-4H-thieno[2,3-c][1]benzazepin-9-yl)carbonyl]-2-pyridinyl][1,1'-biphenyl]-2-carboxamide). As a reaction SMILES: [S:1]1[C:5]2[CH2:6][NH:7][C:8]3[CH:14]=[CH:13][CH:12]=[CH:11][C:9]=3[CH2:10][C:4]=2[CH:3]=[CH:2]1.[C:15]1([C:33]2[CH:38]=[CH:37][CH:36]=[CH:35][CH:34]=2)[CH:20]=[CH:19][CH:18]=[CH:17][C:16]=1[C:21]([NH:23][C:24]1[N:29]=[CH:28][C:27]([C:30](Cl)=[O:31])=[CH:26][CH:25]=1)=[O:22]>>[S:1]1[C:5]2[CH2:6][N:7]([C:30]([C:27]3[CH:26]=[CH:25][C:24]([NH:23][C:21]([C:16]4[C:15]([C:33]5[CH:38]=[CH:37][CH:36]=[CH:35][CH:34]=5)=[CH:20][CH:19]=[CH:18][CH:17]=4)=[O:22])=[N:29][CH:28]=3)=[O:31])[C:8]3[CH:14]=[CH:13][CH:12]=[CH:11][C:9]=3[CH2:10][C:4]=2[CH:3]=[CH:2]1. Procedure: As described for Example 12, 9,10-dihydro-4H-thieno[2,3-c][1]benzazepine is reacted with 6-[([1,1'-biphenyl]-2-ylcarbonyl)amino]-3-pyridinecarbonyl chloride to give the product as a solid.